From a dataset of the Open Reaction Database (ORD), a public repository of structured organic reaction records. describe an organic reaction: reactants, conditions, products, and yield The reactants are NC1=NC(=C2N=CN(C2=N1)C\C=C/CO)Cl (cis-4-(2-Amino-6-chloropurin-9-yl)-2-buten-1-ol), C(=O)O.O (formic acid water). Yields the product OC\C=C/CN1C=2N=C(NC(C2N=C1)=O)N (cis-9-(4-hydroxy-2-butenyl)guanine). As a reaction SMILES: [NH2:1][C:2]1[N:10]=[C:9]2[C:5]([N:6]=[CH:7][N:8]2[CH2:11]/[CH:12]=[CH:13]\[CH2:14][OH:15])=[C:4](Cl)[N:3]=1.C(O)=[O:18].O>>[OH:15][CH2:14]/[CH:13]=[CH:12]\[CH2:11][N:8]1[CH:7]=[N:6][C:5]2[C:4](=[O:18])[NH:3][C:2]([NH2:1])=[N:10][C:9]1=2 |f:1.2|. Reported procedure: cis-4-(2-Amino-6-chloropurin-9-yl)-2-buten-1-ol (50 mg) in formic acid-water 7+3 (5 ml) was heated at 45° C. under a nitrogen atmosphere for 20 hours. The solvent was evaporated in vacuum and the residue was dried. Water (0.5 ml) was added and the solution was neutralized with aqueous ammonia. The precipitate was filtered, washed with water, ethanol and ether, and dried to give the compound cis-9-(4-hydroxy-2-butenyl)guanine (40 mg). The reactants are CCn1c(=O)n(-c2ccc(O)cc2)c2ncc(C#N)cc21, CO, Cn1c(Cl)nc2ccccc21, [H-], [Na+], CN(C)C=O. The product is CCn1c(=O)n(-c2ccc(Oc3nc4ccccc4n3C)cc2)c2ncc(C#N)cc21. As a reaction SMILES: [CH2:12]([CH3:13])[n:14]1[c:15](=[O:32])[n:16](-[c:25]2[cH:26][cH:27][c:28]([OH:31])[cH:29][cH:30]2)[c:17]2[n:18][cH:19][c:20]([C:23]#[N:24])[cH:21][c:22]12.[CH3:40][OH:41].[Cl:1][c:2]1[n:3][c:4]2[c:5]([n:6]1[CH3:7])[cH:8][cH:9][cH:10][cH:11]2.[H-:33].[Na+:34].[O:35]=[CH:36][N:37]([CH3:38])[CH3:39]>>[c:2]1([O:31][c:28]2[cH:27][cH:26][c:25](-[n:16]3[c:15](=[O:32])[n:14]([CH2:12][CH3:13])[c:22]4[c:17]3[n:18][cH:19][c:20]([C:23]#[N:24])[cH:21]4)[cH:30][cH:29]2)[n:3][c:4]2[c:5]([n:6]1[CH3:7])[cH:8][cH:9][cH:10][cH:11]2. The reactants are O=C1CN(c2ccc(-n3cc(-c4ccc(Cl)cc4Cl)nc3Cc3ccc(-c4ccc(Br)cc4)cc3)cc2)S(=O)(=O)N1, O=C1CNCCN1. Yields the product O=C1CN(c2ccc(-c3ccc(Cc4nc(-c5ccc(Cl)cc5Cl)cn4-c4ccc(N5CC(=O)NS5(=O)=O)cc4)cc3)cc2)CCN1. RXN SMILES: [Br:1][c:2]1[cH:3][cH:4][c:5](-[c:8]2[cH:9][cH:10][c:11]([CH2:14][c:15]3[n:16](-[c:28]4[cH:29][cH:30][c:31]([N:34]5[CH2:35][C:36](=[O:41])[NH:37][S:38]5(=[O:39])=[O:40])[cH:32][cH:33]4)[cH:17][c:18](-[c:20]4[c:21]([Cl:27])[cH:22][c:23]([Cl:26])[cH:24][cH:25]4)[n:19]3)[cH:12][cH:13]2)[cH:6][cH:7]1.[NH:42]1[C:43](=[O:48])[CH2:44][NH:45][CH2:46][CH2:47]1>>[c:2]1([N:45]2[CH2:44][C:43](=[O:48])[NH:42][CH2:47][CH2:46]2)[cH:3][cH:4][c:5](-[c:8]2[cH:9][cH:10][c:11]([CH2:14][c:15]3[n:16](-[c:28]4[cH:29][cH:30][c:31]([N:34]5[CH2:35][C:36](=[O:41])[NH:37][S:38]5(=[O:39])=[O:40])[cH:32][cH:33]4)[cH:17][c:18](-[c:20]4[c:21]([Cl:27])[cH:22][c:23]([Cl:26])[cH:24][cH:25]4)[n:19]3)[cH:12][cH:13]2)[cH:6][cH:7]1. Reactants: crude product, C(=O)N1CCC(CC1)C1=C(C=CC(=C1)F)OC (1-formyl-4-(5-fluoro-2-methoxy-phenyl)-piperidine), [OH-].[Na+] (NaOH). Solvent: CO (MeOH), Cl (HCl). Product: FC=1C=CC(=C(C1)C1CCNCC1)OC (4-(5-fluoro-2-methoxy-phenyl)-piperidine). RXN SMILES: C([N:3]1[CH2:8][CH2:7][CH:6]([C:9]2[CH:14]=[C:13]([F:15])[CH:12]=[CH:11][C:10]=2[O:16][CH3:17])[CH2:5][CH2:4]1)=O.[OH-].[Na+]>Cl.CO>[F:15][C:13]1[CH:12]=[CH:11][C:10]([O:16][CH3:17])=[C:9]([CH:6]2[CH2:7][CH2:8][NH:3][CH2:4][CH2:5]2)[CH:14]=1 |f:1.2|. Reported procedure: The crude product of 1-formyl-4-(5-fluoro-2-methoxy-phenyl)-piperidine (0.80 g, 3.4 mmole) was dissolved in HCl (16 mL, 0.5 N) and MeOH (5 mL), and the mixture was brought to reflux for 16 hours. The mixture was cooled to room temperature and basified with NaOH (2.5 N), and extracted with EtOAc (3×25 mL) to give 4-(5-fluoro-2-methoxy-phenyl)-piperidine which was used directly without further purification. The reactants are C1(CCCC1)C[C@@H](C(=O)N1N(CC[C@H]1C(=O)NC=1NC=CN1)C(=O)OCC1=CC=CC=C1)CN(OCC1=CC=CC=C1)C=O (phenylmethyl (3S)-2-[(2R)-3-cyclopentyl-2-({formyl[(phenylmethyl)oxy]amino}methyl)propanoyl]-3-[(1H-imidazol-2-ylamino)carbonyl]-1-pyrazolidinecarboxylate). The reagents and catalysts are [OH-].[OH-].[Pd+2] (Pearlman's catalyst). Run in CO (methanol). Conditions: time 40 minute. The product is C1(CCCC1)C[C@@H](C(=O)N1NCC[C@H]1C(=O)NC=1NC=CN1)CN(O)C=O ((3S)-2-((2R)-3-cyclopentyl-2-{[formyl(hydroxy)amino]methyl}propanoyl)-N-1H-imidazol-2-yl-3-pyrazolidinecarboxamide). Isolated yield 93.5%. Reaction SMILES: [CH:1]1([CH2:6][C@H:7]([CH2:33][N:34]([CH:43]=[O:44])[O:35]CC2C=CC=CC=2)[C:8]([N:10]2[C@H:14]([C:15]([NH:17][C:18]3[NH:19][CH:20]=[CH:21][N:22]=3)=[O:16])[CH2:13][CH2:12][N:11]2C(OCC2C=CC=CC=2)=O)=[O:9])[CH2:5][CH2:4][CH2:3][CH2:2]1>CO.[OH-].[OH-].[Pd+2]>[CH:1]1([CH2:6][C@H:7]([CH2:33][N:34]([CH:43]=[O:44])[OH:35])[C:8]([N:10]2[C@H:14]([C:15]([NH:17][C:18]3[NH:22][CH:21]=[CH:20][N:19]=3)=[O:16])[CH2:13][CH2:12][NH:11]2)=[O:9])[CH2:2][CH2:3][CH2:4][CH2:5]1 |f:2.3.4|. Procedure details: To a 50 mL round-bottomed flask was added phenylmethyl (3S)-2-[(2R)-3-cyclopentyl-2-({formyl[(phenylmethyl)oxy]amino}methyl)propanoyl]-3-[(1H-imidazol-2-ylamino)carbonyl]-1-pyrazolidinecarboxylate (39 mg, 0.065 mmol) in methanol (3 ml), followed by Pearlman's catalyst (9 mg). The mixture was stirred under a balloon of H2 for 40 min, the catalyst was filtered off. Removal of the solvent provided (3S)-2-((2R)-3-cyclopentyl-2-{[formyl(hydroxy)amino]methyl}propanoyl)-N-1H-imidazol-2-yl-3-pyrazolidin... Starting materials: B, C=CCc1cccc(C)c1O, Cl, [Na+], C1CCOC1, [OH-], OO. The product is Cc1cccc(CCCO)c1O. Reaction SMILES: [BH3:6].[CH2:7]([CH:8]=[CH2:9])[c:10]1[c:11]([OH:17])[c:12]([CH3:16])[cH:13][cH:14][cH:15]1.[ClH:22].[Na+:19].[O:1]1[CH2:2][CH2:3][CH2:4][CH2:5]1.[OH-:18].[OH:20][OH:21]>>[OH:1][CH2:9][CH2:8][CH2:7][c:10]1[c:11]([OH:17])[c:12]([CH3:16])[cH:13][cH:14][cH:15]1. Starting materials: C(C1=CC=CC=C1)OCC1=CC(=NC=N1)OC=1C=C2C=CNC2=CC1 (5-(6-(benzyloxymethyl)pyrimidin-4-yloxy)-1H-indole), C1=CN(C=N1)C(=O)N2C=CN=C2 (CDI), COC1=C(C=C(N)C=C1)C(F)(F)F (4-methoxy-3-(trifluoromethyl)aniline), TEA. Reported procedure: To a solution of 5-(6-(benzyloxymethyl)pyrimidin-4-yloxy)-1H-indole (0.8 g, 2.41 mmol) in 35 mL of DCE, CDI (1.17 g, 7.24 mmol) is added followed by TEA (1 mL, 7.24 mmol). Mixture is stirred at rt overnight and then 4-methoxy-3-(trifluoromethyl)aniline (1.38 g, 7.24 mmol) is added followed by stirring for 4 days. The reaction is diluted with DCM, washed with saturated aqueous NaHCO3 (×2), brine, and the organic layer is dried over Na2SO4. After concentration, the residue is purified by FCC (5-60... Run at time 8 hour. As a reaction SMILES: [CH2:1]([O:8][CH2:9][C:10]1[N:15]=[CH:14][N:13]=[C:12]([O:16][C:17]2[CH:18]=[C:19]3[C:23](=[CH:24][CH:25]=2)[NH:22][CH:21]=[CH:20]3)[CH:11]=1)[C:2]1[CH:7]=[CH:6][CH:5]=[CH:4][CH:3]=1.C1N=CN([C:31]([N:33]2C=N[CH:35]=[CH:34]2)=[O:32])C=1.[CH3:38][O:39][C:40]1[CH:46]=CC(N)=[CH:42][C:41]=1[C:47]([F:50])([F:49])[F:48]>ClCCCl.C(Cl)Cl>[CH2:1]([O:8][CH2:9][C:10]1[N:15]=[CH:14][N:13]=[C:12]([O:16][C:17]2[CH:18]=[C:19]3[C:23](=[CH:24][CH:25]=2)[N:22]([C:31]([NH:33][C:34]2[CH:35]=[CH:46][C:40]([O:39][CH3:38])=[C:41]([C:47]([F:50])([F:49])[F:48])[CH:42]=2)=[O:32])[CH:21]=[CH:20]3)[CH:11]=1)[C:2]1[CH:3]=[CH:4][CH:5]=[CH:6][CH:7]=1. Product: C(C1=CC=CC=C1)OCC1=CC(=NC=N1)OC=1C=C2C=CN(C2=CC1)C(=O)NC1=CC(=C(C=C1)OC)C(F)(F)F ((±)-5-(6-(benzyloxymethyl)pyrimidin-4-yloxy)-N-(4-methoxy-3-(trifluoromethyl)phenyl)-1H-indole-1-carboxamide). The solvent is ClCCCl (DCE), C(Cl)Cl (DCM). The reactants are BrC=1C=C(C(=O)NN)C=CC1C (3-bromo-4-methylbenzohydrazide), CC(=O)C (acetone), FC(C(=O)O)(F)F (trifluoroacetic acid). The solvent is CCCCCC (hexane). Product: BrC=1C=C(C(=O)NN=C(C)C)C=CC1C (3-bromo-4-methyl-N′-(propan-2-ylidene)benzohydrazide). Isolated yield 89.5%. As a reaction SMILES: [Br:1][C:2]1[CH:3]=[C:4]([CH:9]=[CH:10][C:11]=1[CH3:12])[C:5]([NH:7][NH2:8])=[O:6].[CH3:13][C:14]([CH3:16])=O.FC(F)(F)C(O)=O>CCCCCC>[Br:1][C:2]1[CH:3]=[C:4]([CH:9]=[CH:10][C:11]=1[CH3:12])[C:5]([NH:7][N:8]=[C:14]([CH3:16])[CH3:13])=[O:6]. Procedure details: To a mixture of 3-bromo-4-methylbenzohydrazide (2.0 g, 8.72 mmol, 1.0 eq) and acetone (10 mL, 172 mmol, 21 eq) in hexane (10 mL), was added molecular sieves (500 mg) followed by trifluoroacetic acid (2 mL) and the resulting mixture was refluxed for 3 h. The reaction mixture was cooled to room temperature and filtered. The filtrate was concentrated under vacuum and the residue was taken in ethyl acetae (100 mL), washed with water (50 mL), aqueous saturated sodium bicarbonate solution (50 mL), bri... Starting materials: Cc1ccc(N)cc1, Cc1ccccc1, CC(C)(C)OC(=O)COc1ccc(C=O)cc1. Product: Cc1ccc(N=Cc2ccc(OCC(=O)OC(C)(C)C)cc2)cc1. Reaction SMILES: [CH3:18][c:19]1[cH:20][cH:21][c:22]([NH2:23])[cH:24][cH:25]1.[CH3:26][c:27]1[cH:28][cH:29][cH:30][cH:31][cH:32]1.[CH:1](=[O:2])[c:3]1[cH:4][cH:5][c:6]([O:7][CH2:8][C:9](=[O:10])[O:11][C:12]([CH3:13])([CH3:14])[CH3:15])[cH:16][cH:17]1>>[CH:1]([c:3]1[cH:4][cH:5][c:6]([O:7][CH2:8][C:9](=[O:10])[O:11][C:12]([CH3:13])([CH3:14])[CH3:15])[cH:16][cH:17]1)=[N:23][c:22]1[cH:21][cH:20][c:19]([CH3:18])[cH:25][cH:24]1. Reactants: CC1=NNC=C1 (3-methylpyrazole), [H-].[Na+] (Sodium hydride), BrC1=C(C=CC(=C1)F)C(=O)N1CC2=C(NC3=C1C=CC=C3)N=CC=C2 ([2-bromo-4-fluorophenyl]-(5,11-dihydro-pyrido [2,3-b][1,5]benzodiazepin-6-yl)-methanone). Solvent: CCCCCC (hexane). Run at time 40 minute. Yields the product BrC1=C(C=CC(=C1)N1N=C(C=C1)C)C(=O)N1CC2=C(NC3=C1C=CC=C3)N=CC=C2 ([2-Bromo-4-(3-methyl-pyrazol-1-yl)-phenyl]-(5,11-dihydro-pyrido [2,3-b][1,5]benzodiazepin-6-yl)-methanone). Yield: 46.5%. RXN SMILES: [H-].[Na+].[CH3:3][C:4]1[CH:8]=[CH:7][NH:6][N:5]=1.[Br:9][C:10]1[CH:15]=[C:14](F)[CH:13]=[CH:12][C:11]=1[C:17]([N:19]1[C:25]2[CH:26]=[CH:27][CH:28]=[CH:29][C:24]=2[NH:23][C:22]2[N:30]=[CH:31][CH:32]=[CH:33][C:21]=2[CH2:20]1)=[O:18]>CCCCCC>[Br:9][C:10]1[CH:15]=[C:14]([N:6]2[CH:7]=[CH:8][C:4]([CH3:3])=[N:5]2)[CH:13]=[CH:12][C:11]=1[C:17]([N:19]1[C:25]2[CH:26]=[CH:27][CH:28]=[CH:29][C:24]=2[NH:23][C:22]2[N:30]=[CH:31][CH:32]=[CH:33][C:21]=2[CH2:20]1)=[O:18] |f:0.1|. Procedure: Sodium hydride (60% suspension in oil, 1.2 g, 30.15 mmol) was washed with hexane, dried under nitrogen and resuspended in dry dimethylformamide (110 mL). Neat 3-methylpyrazole (2.47 g, 30.15 mmol) was added dropwise at 0° C. After the gas evolution subsided the cooling bath was removed and stirring was continued at room temperature. The [2-bromo-4-fluorophenyl]-(5,11-dihydro-pyrido [2,3-b][1,5]benzodiazepin-6-yl)-methanone of Step B (6 g, 18.07 mmol) was added in one portion to the clear solutio...